From a dataset of the Open Reaction Database (ORD), a public repository of structured organic reaction records. describe an organic reaction: reactants, conditions, products, and yield Reactants: CC1(O)CCCCC1, ClCCl, Oc1ccc(F)cc1, O=S(=O)(O)O. Yields the product CC1(c2cc(F)ccc2O)CCCCC1. As a reaction SMILES: [CH3:9][C:10]1([OH:16])[CH2:11][CH2:12][CH2:13][CH2:14][CH2:15]1.[Cl:22][CH2:23][Cl:24].[F:1][c:2]1[cH:3][cH:4][c:5]([OH:8])[cH:6][cH:7]1.[S:17](=[O:18])(=[O:19])([OH:20])[OH:21]>>[F:1][c:2]1[cH:3][c:4]([C:10]2([CH3:9])[CH2:11][CH2:12][CH2:13][CH2:14][CH2:15]2)[c:5]([OH:8])[cH:6][cH:7]1. Starting materials: aqueous solution, [OH-].[Na+] (sodium hydroxide), IC (iodomethane), O (water), C(C)(=O)SCCCCC=1C=C2C(=CC1)N(CC21CN(CC1)C(=O)OC(C)(C)C)C(=O)OCC[Si](C)(C)C (1-(2-(Trimethylsilyl)ethyl) 1′-tert-butyl 5-(4-(acetylthio)butyl)spiro[indoline-3,3′-pyrrolidine]-1,1′-dicarboxylate). The solvent is CO (methanol), O1CCCC1 (tetrahydrofuran). Conditions: time 1 hour. Product: CSCCCCC=1C=C2C(=CC1)N(CC21CN(CC1)C(=O)OC(C)(C)C)C(=O)OCC[Si](C)(C)C (1-(2-(trimethylsilyl)ethyl) 1′-tert-butyl 5-(4-(methylthio)butyl)spiro[indoline-3,3′-pyrrolidine]-1,1′-dicarboxylate). The yield is 100.1%. Reaction SMILES: [C:1]([S:4][CH2:5][CH2:6][CH2:7][CH2:8][C:9]1[CH:10]=[C:11]2[C:17]3([CH2:21][CH2:20][N:19]([C:22]([O:24][C:25]([CH3:28])([CH3:27])[CH3:26])=[O:23])[CH2:18]3)[CH2:16][N:15]([C:29]([O:31][CH2:32][CH2:33][Si:34]([CH3:37])([CH3:36])[CH3:35])=[O:30])[C:12]2=[CH:13][CH:14]=1)(=O)C.[OH-].[Na+].IC.O>CO.O1CCCC1>[CH3:1][S:4][CH2:5][CH2:6][CH2:7][CH2:8][C:9]1[CH:10]=[C:11]2[C:17]3([CH2:21][CH2:20][N:19]([C:22]([O:24][C:25]([CH3:28])([CH3:27])[CH3:26])=[O:23])[CH2:18]3)[CH2:16][N:15]([C:29]([O:31][CH2:32][CH2:33][Si:34]([CH3:37])([CH3:36])[CH3:35])=[O:30])[C:12]2=[CH:13][CH:14]=1 |f:1.2|. Reported procedure: 1-(2-(Trimethylsilyl)ethyl) 1′-tert-butyl 5-(4-(acetylthio)butyl)spiro[indoline-3,3′-pyrrolidine]-1,1′-dicarboxylate (89.2 mg, 0.163 mmol) was dissolved in methanol (1.5 mL) and tetrahydrofuran (1.5 mL). Thereafter, a 4 N aqueous solution of sodium hydroxide (0.4 mL, 1.6 mmol) and iodomethane (51 μL, 0.815 mmol) were added to the above obtained solution, and the thus obtained mixture was then stirred at room temperature for 1 hour. Thereafter, water was added to the reaction solution, and the mi... Reactants: N1=C(C=CC=C1)NCCCOC=1C=C2C=C(NC2=CC1)CC(C(=O)OC)CCCCCC (methyl 2-({5-[3-(2-pyridylamino)propoxy]indolyl}methyl)octanoate), [OH-].[Na+] (NaOH). Solvent: CO (methanol), O (H2O). Conditions: time 8 hour. Yields the product N1=C(C=CC=C1)NCCCOC=1C=C2C=C(NC2=CC1)CC(C(=O)O)CCCCCC (2-({5-[3 (2-pyridylamino)propoxy]indolyl}methyl)octanoic acid). Isolated yield 891.9%. RXN SMILES: [N:1]1[CH:6]=[CH:5][CH:4]=[CH:3][C:2]=1[NH:7][CH2:8][CH2:9][CH2:10][O:11][C:12]1[CH:13]=[C:14]2[C:18](=[CH:19][CH:20]=1)[NH:17][C:16]([CH2:21][CH:22]([CH2:27][CH2:28][CH2:29][CH2:30][CH2:31][CH3:32])[C:23]([O:25]C)=[O:24])=[CH:15]2.[OH-].[Na+]>CO.O>[N:1]1[CH:6]=[CH:5][CH:4]=[CH:3][C:2]=1[NH:7][CH2:8][CH2:9][CH2:10][O:11][C:12]1[CH:13]=[C:14]2[C:18](=[CH:19][CH:20]=1)[NH:17][C:16]([CH2:21][CH:22]([CH2:27][CH2:28][CH2:29][CH2:30][CH2:31][CH3:32])[C:23]([OH:25])=[O:24])=[CH:15]2 |f:1.2|. Procedure details: To a solution of methyl 2-({5-[3-(2-pyridylamino)propoxy]indolyl}methyl)octanoate (0.04 g, 0.09 mmol), as prepared in the preceding step, in methanol (5.0 mL) was added a solution of NaOH (0.1 g, 2.5 mmol) in H2O (0.3 mL), and the reaction was stirred at ambient temperature overnight. After evaporating the solvent in vacuo, the residue is taken up in H2O (5 mL) and acidified to pH 4-5 with 10% HCl, and extracted with ethyl acetate (2×15 mL). The combined organic layers were washed with brine, dr... RXN SMILES: [Cl:12][c:13]1[c:14]([C:29]#[N:30])[cH:15][n:16][c:17]2[cH:18][c:19]3[c:20]([cH:21][c:22]12)[cH:23][c:24]([O:27][CH3:28])[cH:25][cH:26]3.[H-:10].[NH2:1][c:2]1[cH:3][cH:4][c:5]([Cl:6])[cH:7][c:8]1[Cl:9].[Na+:11].[O:31]=[CH:32][N:33]([CH3:34])[CH3:35]>>[NH:1]([c:2]1[cH:3][cH:4][c:5]([Cl:6])[cH:7][c:8]1[Cl:9])[c:13]1[c:14]([C:29]#[N:30])[cH:15][n:16][c:17]2[cH:18][c:19]3[c:20]([cH:21][c:22]12)[cH:23][c:24]([O:27][CH3:28])[cH:25][cH:26]3. The reactants are COc1ccc2cc3ncc(C#N)c(Cl)c3cc2c1, [H-], Nc1ccc(Cl)cc1Cl, [Na+], CN(C)C=O. The product is COc1ccc2cc3ncc(C#N)c(Nc4ccc(Cl)cc4Cl)c3cc2c1. Starting materials: [C-]#N, Cc1ccc(S(=O)(=O)OCCC(NC(=O)OC(C)(C)C)c2ccsc2)cc1, CS(C)=O, [Cl-], [Na+], [Na+]. Product: CC(C)(C)OC(=O)NC(CC#N)c1ccsc1. RXN SMILES: [C-:28]#[N:29].[CH3:1][c:2]1[cH:3][cH:4][c:5]([S:6]([O:7][CH2:12][CH2:13][CH:14]([c:15]2[cH:16][s:17][cH:18][cH:19]2)[NH:20][C:21](=[O:22])[O:23][C:24]([CH3:25])([CH3:26])[CH3:27])(=[O:8])=[O:9])[cH:10][cH:11]1.[CH3:33][S:34]([CH3:35])=[O:36].[Cl-:31].[Na+:30].[Na+:32]>>[C:12]([CH2:13][CH:14]([c:15]1[cH:16][s:17][cH:18][cH:19]1)[NH:20][C:21](=[O:22])[O:23][C:24]([CH3:25])([CH3:26])[CH3:27])#[N:29].